The task is: describe an organic reaction: reactants, conditions, products, and yield. This data is from the Open Reaction Database (ORD), a public repository of structured organic reaction records. The reactants are keto-enol, COC(C=C(CC(C=1N(C2=CC=CC=C2C1C1=CC=C(C=C1)F)C(C)C)OC(=O)OCC)OC(=O)OCC)=O (3,5-bis-ethoxycarbonyloxy-5-[3-(4-fluorophenyl)-1-isopropyl-1H-indol-2-yl]-pent-2-enoic acid methyl ester), [Cl-].[Na+] (sodium chloride), C1(=CC=C(C=C1)S(=O)(=O)[O-])C.[NH+]1=CC=CC=C1 (pyridinium p-toluenesulfonate). The solvent is CN(C)C=O (DMF). Conditions: time 4 hour. Product: COC(CC(\C=C\C=1N(C2=CC=CC=C2C1C1=CC=C(C=C1)F)C(C)C)=O)=O ((E)-5-[3-(4-Fluorophenyl)-1-isopropyl-1H-indol-2-yl]-3-oxopent-4-enoic Acid Methyl Ester). RXN SMILES: [CH3:1][O:2][C:3](=[O:39])[CH:4]=[C:5]([O:33]C(OCC)=O)[CH2:6][CH:7](OC(OCC)=O)[C:8]1[N:9]([CH:24]([CH3:26])[CH3:25])[C:10]2[C:15]([C:16]=1[C:17]1[CH:22]=[CH:21][C:20]([F:23])=[CH:19][CH:18]=1)=[CH:14][CH:13]=[CH:12][CH:11]=2.C1(C)C=CC(S([O-])(=O)=O)=CC=1.[NH+]1C=CC=CC=1.[Cl-].[Na+]>CN(C=O)C>[CH3:1][O:2][C:3](=[O:39])[CH2:4][C:5](=[O:33])/[CH:6]=[CH:7]/[C:8]1[N:9]([CH:24]([CH3:25])[CH3:26])[C:10]2[C:15]([C:16]=1[C:17]1[CH:18]=[CH:19][C:20]([F:23])=[CH:21][CH:22]=1)=[CH:14][CH:13]=[CH:12][CH:11]=2 |f:1.2,3.4|. Reported procedure: In a 100 ml three-necked, round-bottomed flask, equipped with a magnetic stirrer, thermometer, reflux condenser and nitrogen delivery line, 2.17 g of crude 3,5-bis-ethoxycarbonyloxy-5-[3-(4-fluorophenyl)-1-isopropyl-1H-indol-2-yl]-pent-2-enoic acid methyl ester are dissolved in 50 ml of DMF, 1.0 g of pyridinium p-toluenesulfonate is added and stirring is carried out for 4 hours at 80° C. The reaction mixture is then cooled, poured into 150 ml of saturated sodium chloride solution and extracted f... Reactants: BrC1=CC=C(C=C1)C1=NSC2=C1C=CC(=C2)OS(=O)(=O)C(F)(F)F (Trifluoro-methanesulfonic acid 3-(4-bromo-phenyl)-benzo[d]isothiazol-6-yl ester), C(C#C)O (2-propyn-1-ol). Yields the product BrC1=CC=C(C=C1)C1=NSC2=C1C=CC(=C2)C#CCO (3-[3-(4-Bromo-phenyl)-benzo[d]isothiazol-6-yl]-prop-2-yn-1-ol). Reaction SMILES: [Br:1][C:2]1[CH:7]=[CH:6][C:5]([C:8]2[C:12]3[CH:13]=[CH:14][C:15](OS(C(F)(F)F)(=O)=O)=[CH:16][C:11]=3[S:10][N:9]=2)=[CH:4][CH:3]=1.[CH2:25]([OH:28])[C:26]#[CH:27]>>[Br:1][C:2]1[CH:7]=[CH:6][C:5]([C:8]2[C:12]3[CH:13]=[CH:14][C:15]([C:27]#[C:26][CH2:25][OH:28])=[CH:16][C:11]=3[S:10][N:9]=2)=[CH:4][CH:3]=1. Procedure details: In analogy to example 13.1, Trifluoro-methanesulfonic acid 3-(4-bromo-phenyl)-benzo[d]isothiazol-6-yl ester and 2-propyn-1-ol were converted to yield 3-[3-(4-Bromo-phenyl)-benzo[d]isothiazol-6-yl]-prop-2-yn-1-ol as light brown solid, MS: 343 (MH+, 1Br). The reactants are [Li]CCCC, C1CCOC1, CI, CCCCCC, Nc1c(Cl)cccc1CO. Product: COCc1cccc(Cl)c1N. RXN SMILES: [CH2:11]([Li:12])[CH2:13][CH2:14][CH3:15].[CH2:18]1[O:19][CH2:20][CH2:21][CH2:22]1.[CH3:16][I:17].[CH3:23][CH2:24][CH2:25][CH2:26][CH2:27][CH3:28].[NH2:1][c:2]1[c:3]([CH2:4][OH:5])[cH:6][cH:7][cH:8][c:9]1[Cl:10]>>[NH2:1][c:2]1[c:3]([CH2:4][O:5][CH3:11])[cH:6][cH:7][cH:8][c:9]1[Cl:10]. Reactants: C(C)OP(=O)(OCC)CCCOC1=CC=C(CCNC(OC(C)(C)C)=O)C=C1 (tert-butyl 4-(3-(diethoxyphosphoryl)propoxy)phenethylcarbamate), Cl (HCl), O1CCOCC1 (dioxane). Run in C(Cl)Cl (DCM). Conditions: time 2 hour. The product is NCCC1=CC=C(OCCCP(OCC)(OCC)=O)C=C1 (diethyl 3-(4-(2-aminoethyl)phenoxy)propylphosphonate). As a reaction SMILES: [CH2:1]([O:3][P:4]([CH2:9][CH2:10][CH2:11][O:12][C:13]1[CH:28]=[CH:27][C:16]([CH2:17][CH2:18][NH:19]C(=O)OC(C)(C)C)=[CH:15][CH:14]=1)([O:6][CH2:7][CH3:8])=[O:5])[CH3:2].Cl.O1CCOCC1>C(Cl)Cl>[NH2:19][CH2:18][CH2:17][C:16]1[CH:15]=[CH:14][C:13]([O:12][CH2:11][CH2:10][CH2:9][P:4](=[O:5])([O:3][CH2:1][CH3:2])[O:6][CH2:7][CH3:8])=[CH:28][CH:27]=1. Procedure: To a solution of tert-butyl 4-(3-(diethoxyphosphoryl)propoxy)phenethylcarbamate (1 eq) in DCM (0.14 M) was added 4M HCl in dioxane (50 eq). The resulting mixture was stirred at room temperature for 2 hours. The mixture was concentrated en vaccuo. The crude material was purified by flash chromatography on a COMBIFLASH® system (ISCO) using 0-15% MeOH/DCM to give the product as a yellowish oil. The reactants are C1CCOC1, COC(=O)C(=Cc1c(F)ccc(F)c1F)C(=O)OC, CCOC(C)=O, Sc1ccc(Cl)cc1, [K+], [K+], O=C([O-])[O-], O. Product: COC(=O)C(C(=O)OC)C(Sc1ccc(Cl)cc1)c1c(F)ccc(F)c1F. Reaction SMILES: [CH2:40]1[O:41][CH2:42][CH2:43][CH2:44]1.[CH3:1][O:2][C:3]([C:4]([C:5](=[O:6])[O:7][CH3:8])=[CH:9][c:10]1[c:11]([F:18])[c:12]([F:17])[cH:13][cH:14][c:15]1[F:16])=[O:19].[CH3:34][CH2:35][O:36][C:37](=[O:38])[CH3:39].[Cl:20][c:21]1[cH:22][cH:23][c:24]([SH:27])[cH:25][cH:26]1.[K+:28].[K+:29].[O-:30][C:31]([O-:32])=[O:33].[OH2:45]>>[CH3:1][O:2][C:3]([CH:4]([C:5](=[O:6])[O:7][CH3:8])[CH:9]([c:10]1[c:11]([F:18])[c:12]([F:17])[cH:13][cH:14][c:15]1[F:16])[S:27][c:24]1[cH:23][cH:22][c:21]([Cl:20])[cH:26][cH:25]1)=[O:19]. Reactants: CCOCC, CCOc1cc(C(=O)OC)ccc1O, O=[N+]([O-])O. The product is CCOc1cc(C(=O)OC)cc([N+](=O)[O-])c1O. As a reaction SMILES: [CH3:19][CH2:20][O:21][CH2:22][CH3:23].[CH3:1][O:2][C:3]([c:4]1[cH:5][c:6]([O:11][CH2:12][CH3:13])[c:7]([OH:10])[cH:8][cH:9]1)=[O:14].[OH:15][N+:16]([O-:17])=[O:18]>>[CH3:1][O:2][C:3]([c:4]1[cH:5][c:6]([O:11][CH2:12][CH3:13])[c:7]([OH:10])[c:8]([N+:16](=[O:15])[O-:17])[cH:9]1)=[O:14]. Starting materials: Cl, CC1=C(C#N)C(c2ccc(C#N)cc2)n2nc(N)nc2N1c1cccc(C(F)(F)F)c1, c1ccncc1, O=C(Cl)c1cccs1. The product is CC1=C(C#N)C(c2ccc(C#N)cc2)n2nc(NC(=O)c3cccs3)nc2N1c1cccc(C(F)(F)F)c1. As a reaction SMILES: [ClH:1].[NH2:2][c:3]1[n:4][n:5]2[c:6]([n:32]1)[N:7]([c:22]1[cH:23][c:24]([C:28]([F:29])([F:30])[F:31])[cH:25][cH:26][cH:27]1)[C:8]([CH3:21])=[C:9]([C:19]#[N:20])[CH:10]2[c:11]1[cH:12][cH:13][c:14]([C:17]#[N:18])[cH:15][cH:16]1.[cH:41]1[cH:42][cH:43][n:44][cH:45][cH:46]1.[s:33]1[c:34]([C:38](=[O:39])[Cl:40])[cH:35][cH:36][cH:37]1>>[NH:2]([c:3]1[n:4][n:5]2[c:6]([n:32]1)[N:7]([c:22]1[cH:23][c:24]([C:28]([F:29])([F:30])[F:31])[cH:25][cH:26][cH:27]1)[C:8]([CH3:21])=[C:9]([C:19]#[N:20])[CH:10]2[c:11]1[cH:12][cH:13][c:14]([C:17]#[N:18])[cH:15][cH:16]1)[C:38]([c:34]1[s:33][cH:37][cH:36][cH:35]1)=[O:39].